From a dataset of the Open Reaction Database (ORD), a public repository of structured organic reaction records. describe an organic reaction: reactants, conditions, products, and yield Reactants: ClC1=NC=C(C=2C=CC(=NC12)C)B(O)O (8-chloro-2-methyl-[1,7]naphthyridine-5-boronic acid), BrC=1C(=NC=CC1)C (3-bromo-2-methylpyridine), NC=1N=C(SC1)C (4-amino-2-methylthiazole). Yields the product CC1=NC2=C(N=CC(=C2C=C1)C=1C(=NC=CC1)C)NC=1N=C(SC1)C ([2-Methyl-5-(2-methyl-pyridin-3-yl)-[1,7]naphthyridin-8-yl]-(2-methyl-thiazol-4-yl)-amine). RXN SMILES: Cl[C:2]1[C:11]2[N:10]=[C:9]([CH3:12])[CH:8]=[CH:7][C:6]=2[C:5](B(O)O)=[CH:4][N:3]=1.Br[C:17]1[C:18]([CH3:23])=[N:19][CH:20]=[CH:21][CH:22]=1.[NH2:24][C:25]1[N:26]=[C:27]([CH3:30])[S:28][CH:29]=1>>[CH3:12][C:9]1[CH:8]=[CH:7][C:6]2[C:11](=[C:2]([NH:24][C:25]3[N:26]=[C:27]([CH3:30])[S:28][CH:29]=3)[N:3]=[CH:4][C:5]=2[C:17]2[C:18]([CH3:23])=[N:19][CH:20]=[CH:21][CH:22]=2)[N:10]=1. Reported procedure: The title compound, MS: m/e=348.2 (M+H+), was prepared in accordance with the general method of example 15 step 1 and step 3 from 8-chloro-2-methyl-[1,7]naphthyridine-5-boronic acid (Example L), 3-bromo-2-methylpyridine and 4-amino-2-methylthiazole (Example F). The reactants are CCOCC, CC(C)(C)[O-], COC(=O)COC(C)(C)C(C)=O, [K+]. The product is CC1(C)OCC(=O)CC1=O. Reaction SMILES: [CH3:19][CH2:20][O:21][CH2:22][CH3:23].[CH3:1][C:2]([CH3:3])([O-:4])[CH3:5].[CH3:7][C:8]([C:9]([CH3:10])=[O:11])([O:12][CH2:13][C:14](=[O:15])[O:16][CH3:17])[CH3:18].[K+:6]>>[CH3:7][C:8]1([CH3:18])[C:9](=[O:11])[CH2:10][C:14](=[O:15])[CH2:13][O:12]1.